Dataset: the Open Reaction Database (ORD), a public repository of structured organic reaction records. Task: describe an organic reaction: reactants, conditions, products, and yield RXN SMILES: [CH3:38][C:39](=[O:40])[CH3:41].[CH:42]([O:43][CH:44]([CH3:45])[CH3:46])([CH3:47])[CH3:48].[N:1]1([C:9](=[O:10])[CH2:11][N:12]2[C:13](=[O:37])[CH:14]([NH:26][C:27](=[O:28])[NH:29][c:30]3[cH:31][c:32]([CH3:36])[cH:33][cH:34][cH:35]3)[N:15]=[C:16]([CH2:24][OH:25])[c:17]3[c:18]2[c:19]([CH3:23])[cH:20][cH:21][cH:22]3)[CH2:2][CH2:3][CH2:4][CH2:5][CH2:6][CH2:7][CH2:8]1>>[N:1]1([C:9](=[O:10])[CH2:11][N:12]2[C:13](=[O:37])[CH:14]([NH:26][C:27](=[O:28])[NH:29][c:30]3[cH:31][c:32]([CH3:36])[cH:33][cH:34][cH:35]3)[N:15]=[C:16]([CH:24]=[O:25])[c:17]3[c:18]2[c:19]([CH3:23])[cH:20][cH:21][cH:22]3)[CH2:2][CH2:3][CH2:4][CH2:5][CH2:6][CH2:7][CH2:8]1. Starting materials: CC(C)=O, CC(C)OC(C)C, Cc1cccc(NC(=O)NC2N=C(CO)c3cccc(C)c3N(CC(=O)N3CCCCCCC3)C2=O)c1. The product is Cc1cccc(NC(=O)NC2N=C(C=O)c3cccc(C)c3N(CC(=O)N3CCCCCCC3)C2=O)c1. Reactants: Clc1ccccc1, Cn1nc(C(F)F)c(C=O)c1F, O=S(=O)(Cl)Cl. Product: Cn1nc(C(F)F)c(C(=O)Cl)c1F. As a reaction SMILES: [Cl:18][c:19]1[cH:20][cH:21][cH:22][cH:23][cH:24]1.[F:1][c:2]1[c:3]([CH:11]=[O:12])[c:4]([CH:8]([F:9])[F:10])[n:5][n:6]1[CH3:7].[S:13]([Cl:14])(=[O:15])([Cl:16])=[O:17]>>[F:1][c:2]1[c:3]([C:11](=[O:12])[Cl:16])[c:4]([CH:8]([F:9])[F:10])[n:5][n:6]1[CH3:7].